This data is from the Open Reaction Database (ORD), a public repository of structured organic reaction records. The task is: describe an organic reaction: reactants, conditions, products, and yield Reactants: N[C@H]1[C@@H](C(OC2=C1C=C(C=C2)C#N)(C)C)O (trans-4-amino-3,4-dihydro-2,2-dimethyl-3-hydroxy-2H-1-benzopyran-6-carbonitrile), C(#N)N=C(CC)OCC (ethyl N-cyanopropionimidate). Solvent: C(C)O (ethanol). Product: C(#N)N=C(CC)N[C@H]1[C@@H](C(OC2=C1C=C(C=C2)C#N)(C)C)O (trans-4-[N-[1-(cyanoimino)propyl]amino]-3,4-dihydro-2,2-dimethyl-3-hydroxy-2H-1-benzopyran-6-carbonitrile). Isolated yield 47.0%. As a reaction SMILES: [NH2:1][C@@H:2]1[C:7]2[CH:8]=[C:9]([C:12]#[N:13])[CH:10]=[CH:11][C:6]=2[O:5][C:4]([CH3:15])([CH3:14])[C@H:3]1[OH:16].[C:17]([N:19]=[C:20](OCC)[CH2:21][CH3:22])#[N:18]>C(O)C>[C:17]([N:19]=[C:20]([NH:1][C@@H:2]1[C:7]2[CH:8]=[C:9]([C:12]#[N:13])[CH:10]=[CH:11][C:6]=2[O:5][C:4]([CH3:14])([CH3:15])[C@H:3]1[OH:16])[CH2:21][CH3:22])#[N:18]. Reported procedure: A mixture of trans-4-amino-3,4-dihydro-2,2-dimethyl-3-hydroxy-2H-1-benzopyran-6-carbonitrile (4.37 g) and ethyl N-cyanopropionimidate (2.65 g) in ethanol (22 ml) was refluxed for 10 hours. The mixture was cooled and concentrated under reduced pressure. The residue was pulverized with ethanol and recrystallized from ethanol to give trans-4-[N-[1-(cyanoimino)propyl]amino]-3,4-dihydro-2,2-dimethyl-3-hydroxy-2H-1-benzopyran-6-carbonitrile (2.81 g). Reactants: CO, CC(=O)O, ClCCl, CSc1ncc2c(N=[N+]=[N-])cc(=O)n(C3CC3)c2n1, [OH-], [OH-], [Pd+2]. Yields the product CSc1ncc2c(N)cc(=O)n(C3CC3)c2n1. Reaction SMILES: [CH3:23][OH:24].[CH3:25][C:26](=[O:27])[OH:28].[Cl:20][CH2:21][Cl:22].[N:1](=[N+:2]=[N-:3])[c:4]1[cH:5][c:6](=[O:19])[n:7]([CH:16]2[CH2:17][CH2:18]2)[c:8]2[n:9][c:10]([S:14][CH3:15])[n:11][cH:12][c:13]12.[OH-:29].[OH-:31].[Pd+2:30]>>[NH2:1][c:4]1[cH:5][c:6](=[O:19])[n:7]([CH:16]2[CH2:17][CH2:18]2)[c:8]2[n:9][c:10]([S:14][CH3:15])[n:11][cH:12][c:13]12. Reagents/catalysts: [Pd] (Palladium on Carbon). The product is NC1=CC=C(C=C1)C(=O)N1CCN(CC1)C ((4-Amino-phenyl)-(4-methyl-piperazin-1-yl)-methanone). The reactants are CN1CCN(CC1)C(=O)C1=CC=C(C=C1)[N+](=O)[O-] ((4-Methyl-piperazin-1-yl)-(4-nitro-phenyl)-methanone), CO (Methanol), [H][H] (hydrogen). Isolated yield 99.7%. Reaction SMILES: [CH3:1][N:2]1[CH2:7][CH2:6][N:5]([C:8]([C:10]2[CH:15]=[CH:14][C:13]([N+:16]([O-])=O)=[CH:12][CH:11]=2)=[O:9])[CH2:4][CH2:3]1.CO.[H][H]>[Pd]>[NH2:16][C:13]1[CH:12]=[CH:11][C:10]([C:8]([N:5]2[CH2:4][CH2:3][N:2]([CH3:1])[CH2:7][CH2:6]2)=[O:9])=[CH:15][CH:14]=1. Procedure details: (4-Methyl-piperazin-1-yl)-(4-nitro-phenyl)-methanone (2.12 g, 8.51 mmol) was dissolved in Methanol (35 mL, 860 mmol) and the solution was carefully added to a Parr vessel containing 10% Palladium on Carbon (0.650 g, 48.7 mmol) under nitrogen. The mixture was then placed on a Parr hydrogenation apparatus and was allowed to shake at 55 psi until uptake of hydrogen ceased. The catalyst was then filtered to afford 1.86 g of (4-Amino-phenyl)-(4-methyl-piperazin-1-yl)-methanone without further purific... Reactants: C(C1=CC=CC=C1)OC1=CC=C(CCl)C=C1 (4-benzyloxybenzyl chloride), NC1=CC=C(C=C1)O (4-aminophenol), O (water). The solvent is CN(C=O)C (N,N-dimethylformamide). Product: C(C1=CC=CC=C1)OC1=CC=C(CNC2=CC=C(C=C2)O)C=C1 (4[-N-(4-benzyloxybenzyl)-amino]phenol). Yield: 55.9%. Reaction SMILES: [CH2:1]([O:8][C:9]1[CH:16]=[CH:15][C:12]([CH2:13]Cl)=[CH:11][CH:10]=1)[C:2]1[CH:7]=[CH:6][CH:5]=[CH:4][CH:3]=1.[NH2:17][C:18]1[CH:23]=[CH:22][C:21]([OH:24])=[CH:20][CH:19]=1.O>CN(C)C=O>[CH2:1]([O:8][C:9]1[CH:16]=[CH:15][C:12]([CH2:13][NH:17][C:18]2[CH:23]=[CH:22][C:21]([OH:24])=[CH:20][CH:19]=2)=[CH:11][CH:10]=1)[C:2]1[CH:7]=[CH:6][CH:5]=[CH:4][CH:3]=1. Reported procedure: A mixture composed of 15 g of 4-benzyloxybenzyl chloride and 15 g of 4-aminophenol was refluxed in 200 ml of N,N-dimethylformamide for 30 minutes. After water was added to the reaction mixture, the product was extracted with ethylacetate. The organic layer was washed with water and dried over anhydrous sodium sulfate. After the solvent was distilled off, the resulting crude product was purified by silica gel column chromatography (using a 50:1 mixture of chloroform and acetone as the eluent) to ... Reactants: C(C)(=O)OC=C (vinyl acetate), C(C(C)=C)S(=O)(=O)[O-].[Na+] (sodium methallyl sulfonate). Yields the product C(C)(=O)OC=C.C(C(C)=C)S(=O)(=O)[O-].[Na+] (VA MS). As a reaction SMILES: [C:1]([O:4][CH:5]=[CH2:6])(=[O:3])[CH3:2].[CH2:7]([S:11]([O-:14])(=[O:13])=[O:12])[C:8](=[CH2:10])[CH3:9].[Na+:15]>>[C:1]([O:4][CH:5]=[CH2:6])(=[O:3])[CH3:2].[CH2:7]([S:11]([O-:14])(=[O:13])=[O:12])[C:8](=[CH2:9])[CH3:10].[Na+:15] |f:1.2,3.4.5|. Reported procedure: Polymerization was conducted in the same procedures as those in Example 1 excepting for adding vinyl acetate (VA) and sodium methallyl sulfonate (MS). As a result, a copolymer with Mw=610,000, Mw×Ne=285 and AN/VA/MS=93/6.5/0.5 was obtained. Reactants: CN1C(=O)CCC2(C)c3ccc(NC(=O)c4cccc([N+](=O)[O-])c4)cc3CCC12, CCOC(C)=O, CO, [Cl-], [Cl-], [Cl-], O, [Ti+3]. The product is CN1C(=O)CCC2(C)c3ccc(NC(=O)c4cccc(N)c4)cc3CCC12. As a reaction SMILES: [CH3:1][N:2]1[C:3](=[O:29])[CH2:4][CH2:5][C:6]2([CH3:28])[c:7]3[c:8]([cH:12][c:13]([NH:16][C:17]([c:18]4[cH:19][c:20]([N+:24]([O-:25])=[O:26])[cH:21][cH:22][cH:23]4)=[O:27])[cH:14][cH:15]3)[CH2:9][CH2:10][CH:11]12.[CH3:31][CH2:32][O:33][C:34](=[O:35])[CH3:36].[CH3:37][OH:38].[Cl-:39].[Cl-:40].[Cl-:41].[OH2:30].[Ti+3:42]>>[CH3:1][N:2]1[C:3](=[O:29])[CH2:4][CH2:5][C:6]2([CH3:28])[c:7]3[c:8]([cH:12][c:13]([NH:16][C:17]([c:18]4[cH:19][c:20]([NH2:24])[cH:21][cH:22][cH:23]4)=[O:27])[cH:14][cH:15]3)[CH2:9][CH2:10][CH:11]12. Starting materials: Cl (hydrochloride), COC1=CC=C(C(=O)CCN2CCN(CC2)C(=O)C=2C=C3CCC(NC3=CC2)=O)C=C1 (6-{4-[2-(4-methoxybenzoyl)ethyl]-1-piperazinylcarbonyl}-3,4-dihydrocarbostyril), Cl (hydrochloric acid), [BH4-].[Na+] (sodium borohydride), [BH4-].[Na+] (sodium borohydride), C(C)O (ethanol). Solvent: CO.CN(C=O)C (methanol dimethylformamide). Reaction conditions: time 1 hour. Product: Cl.COC1=CC=C(C=C1)C(CCN1CCN(CC1)C(=O)C=1C=C2CCC(NC2=CC1)=O)O (6-{4-[3-(4-methoxyphenyl)-3-hydroxypropyl]-1-piperazinylcarbonyl}-3,4-dihydrocarbostyril monohydrochloride). RXN SMILES: [CH3:1][O:2][C:3]1[CH:31]=[CH:30][C:6]([C:7]([CH2:9][CH2:10][N:11]2[CH2:16][CH2:15][N:14]([C:17]([C:19]3[CH:20]=[C:21]4[C:26](=[CH:27][CH:28]=3)[NH:25][C:24](=[O:29])[CH2:23][CH2:22]4)=[O:18])[CH2:13][CH2:12]2)=[O:8])=[CH:5][CH:4]=1.[BH4-].[Na+].[ClH:34].C(O)C>CO.CN(C)C=O>[ClH:34].[CH3:1][O:2][C:3]1[CH:31]=[CH:30][C:6]([CH:7]([OH:8])[CH2:9][CH2:10][N:11]2[CH2:16][CH2:15][N:14]([C:17]([C:19]3[CH:20]=[C:21]4[C:26](=[CH:27][CH:28]=3)[NH:25][C:24](=[O:29])[CH2:23][CH2:22]4)=[O:18])[CH2:13][CH2:12]2)=[CH:5][CH:4]=1 |f:1.2,5.6,7.8|. Reported procedure: 2.8 Grams of 6-{4-[2-(4-methoxybenzoyl)ethyl]-1-piperazinylcarbonyl}-3,4-dihydrocarbostyril was suspended in 150 ml of methanol-dimethylformamide [1:1(v/v)] then 0.26 g of sodium borohydride was added thereto at room temperature and stirred for 1 hour. The excess sodium borohydride was decomposed by adding 2M-hydrochloric acid to the reaction mixture, and the solvent was removed by evaporation. The residue was treated with a mixture of water-ethyl acetate, and the organic layer was washed with w... The reactants are ClC1=CC=C(C=C1)N1C(C(CC1)COS(=O)(=O)C)=O (1-(4-chlorophenyl)-3-mesyloxymethyl-2-pyrrolidinone), C(C#C)OCCN1CCNCC1 (1-(2-(2-propynyloxy)ethyl)piperazine). Product: ClC1=CC=C(C=C1)N1C(C(CC1)CN1CCN(CC1)CCOCC#C)=O (1-(4-chlorophenyl)-3-(4-(2-(2-propynyloxy)ethyl)piperazin-1-yl)methyl-2-pyrrolidinone). RXN SMILES: [Cl:1][C:2]1[CH:7]=[CH:6][C:5]([N:8]2[CH2:12][CH2:11][CH:10]([CH2:13]OS(C)(=O)=O)[C:9]2=[O:19])=[CH:4][CH:3]=1.[CH2:20]([O:23][CH2:24][CH2:25][N:26]1[CH2:31][CH2:30][NH:29][CH2:28][CH2:27]1)[C:21]#[CH:22]>>[Cl:1][C:2]1[CH:7]=[CH:6][C:5]([N:8]2[CH2:12][CH2:11][CH:10]([CH2:13][N:29]3[CH2:30][CH2:31][N:26]([CH2:25][CH2:24][O:23][CH2:20][C:21]#[CH:22])[CH2:27][CH2:28]3)[C:9]2=[O:19])=[CH:4][CH:3]=1. Procedure: The title compound was prepared from 1-(4-chlorophenyl)-3-mesyloxymethyl-2-pyrrolidinone and 1-(2-(2-propynyloxy)ethyl)piperazine, in the same manner as in Preparation Example 1(8). Starting materials: C(C=C)NC1=CC=C(CCC(=O)O)C=C1 (4-(allylamino)hydrocinnamic acid), B(F)(F)F.CCOCC (boron trifluoride etherate), ice. The solvent is CO (methanol). The product is C(C=C)NC1=CC=C(CCC(=O)OC)C=C1 (methyl 4-(allylamino)hydrocinnamate). As a reaction SMILES: [CH2:1]([NH:4][C:5]1[CH:15]=[CH:14][C:8]([CH2:9][CH2:10][C:11]([OH:13])=[O:12])=[CH:7][CH:6]=1)[CH:2]=[CH2:3].B(F)(F)F.[CH3:20]COCC>CO>[CH2:1]([NH:4][C:5]1[CH:15]=[CH:14][C:8]([CH2:9][CH2:10][C:11]([O:13][CH3:20])=[O:12])=[CH:7][CH:6]=1)[CH:2]=[CH2:3] |f:1.2|. Procedure details: A solution of 50.5 g. of 4-(allylamino)hydrocinnamic acid and 34.4 ml. of boron trifluoride etherate in 200 ml. of methanol is stirred under reflux for 44 hours, allowed to cool, and poured into 1.20 liters of ice-cold 5% aqueous sodium carbonate solution. The white solid is collected by filtration and recrystallized from benzeneethanol to yield methyl 4-(allylamino)hydrocinnamate. The reactants are C, CCO, COC(=O)C=Cc1c(N2CCCC(C=O)C2)nc2cc(CCc3nc(C(C)C)cs3)ccn2c1=O, [Pd]. Product: COC(=O)CCc1c(N2CCCC(C=O)C2)nc2cc(CCc3nc(C(C)C)cs3)ccn2c1=O. RXN SMILES: [C:39].[CH3:36][CH2:37][OH:38].[CH:1](=[O:2])[CH:3]1[CH2:4][N:5]([c:9]2[n:10][c:11]3[n:12]([c:13](=[O:21])[c:14]2[CH:15]=[CH:16][C:17](=[O:18])[O:19][CH3:20])[cH:22][cH:23][c:24]([CH2:26][CH2:27][c:28]2[s:29][cH:30][c:31]([CH:33]([CH3:34])[CH3:35])[n:32]2)[cH:25]3)[CH2:6][CH2:7][CH2:8]1.[Pd:40]>>[CH:1](=[O:2])[CH:3]1[CH2:4][N:5]([c:9]2[n:10][c:11]3[n:12]([c:13](=[O:21])[c:14]2[CH2:15][CH2:16][C:17](=[O:18])[O:19][CH3:20])[cH:22][cH:23][c:24]([CH2:26][CH2:27][c:28]2[s:29][cH:30][c:31]([CH:33]([CH3:34])[CH3:35])[n:32]2)[cH:25]3)[CH2:6][CH2:7][CH2:8]1.